From a dataset of the Open Reaction Database (ORD), a public repository of structured organic reaction records. describe an organic reaction: reactants, conditions, products, and yield Starting materials: FC(CCCCN1N=C(C=C1)N)(C)F (1-(5,5-difluoro-hexyl)-1H-pyrazol-3-ylamine), FC(C1=C(C=CC=C1)/C=C/C(=O)O)(F)F ((E)-3-(2-trifluoromethyl-phenyl)-acrylic acid), 05b. Product: FC(CCCCN1N=C(C=C1)NC(\C=C\C1=C(C=CC=C1)C(F)(F)F)=O)(C)F ((E)-N-[1-(5,5-Difluoro-hexyl)-1H-pyrazol-3-yl]-3-(2-trifluoromethyl-phenyl)-acrylamide). As a reaction SMILES: [F:1][C:2]([F:14])([CH3:13])[CH2:3][CH2:4][CH2:5][CH2:6][N:7]1[CH:11]=[CH:10][C:9]([NH2:12])=[N:8]1.[F:15][C:16]([F:29])([F:28])[C:17]1[CH:22]=[CH:21][CH:20]=[CH:19][C:18]=1/[CH:23]=[CH:24]/[C:25](O)=[O:26]>>[F:14][C:2]([F:1])([CH3:13])[CH2:3][CH2:4][CH2:5][CH2:6][N:7]1[CH:11]=[CH:10][C:9]([NH:12][C:25](=[O:26])/[CH:24]=[CH:23]/[C:18]2[CH:19]=[CH:20][CH:21]=[CH:22][C:17]=2[C:16]([F:28])([F:29])[F:15])=[N:8]1. Procedure details: Following general procedure B, starting from 1-(5,5-difluoro-hexyl)-1H-pyrazol-3-ylamine and (E)-3-(2-trifluoromethyl-phenyl)-acrylic acid. LC-MS-conditions 05b: tR=1.15 min; [M+H]+=402.04.